Dataset: the Open Reaction Database (ORD), a public repository of structured organic reaction records. Task: describe an organic reaction: reactants, conditions, products, and yield The reactants are C(C)(=O)O[C@@H]1[C@]2(C)[C@@H](CC1)[C@@H]1[C@@H](CC3=CC(CC[C@@H]3[C@H]1CC2)=O)CCCCCO[Si](C)(C)C(C)(C)C (17β-acetoxy-7α-(5-tert-butyl-dimethylsilyloxypentyl)-estr-4-en-3-one), 8, S(O)(O)(=O)=O (sulfuric acid). The solvent is CO (methanol), C(C)OCC (diethyl ether). Yields the product C(C)(=O)O[C@H]1[C@]2(C)[C@@H](CC1)[C@@H]1[C@@H](CC3=CC(CC[C@@H]3[C@H]1CC2)=O)CCCCCO (17α-acetoxy-7α-(5-hydroxypentyl)-estr-4-en-3-one). Isolated yield 100.8%. RXN SMILES: [C:1]([O:4][C@H:5]1[CH2:10][CH2:9][C@H:8]2[C@H:11]3[C@H:20]([CH2:21][CH2:22][C@:6]12[CH3:7])[C@@H:19]1[C:14](=[CH:15][C:16](=[O:23])[CH2:17][CH2:18]1)[CH2:13][C@H:12]3[CH2:24][CH2:25][CH2:26][CH2:27][CH2:28][O:29][Si](C(C)(C)C)(C)C)(=[O:3])[CH3:2].S(=O)(=O)(O)O>CO.C(OCC)C>[C:1]([O:4][C@@H:5]1[CH2:10][CH2:9][C@H:8]2[C@H:11]3[C@H:20]([CH2:21][CH2:22][C@:6]12[CH3:7])[C@@H:19]1[C:14](=[CH:15][C:16](=[O:23])[CH2:17][CH2:18]1)[CH2:13][C@H:12]3[CH2:24][CH2:25][CH2:26][CH2:27][CH2:28][OH:29])(=[O:3])[CH3:2]. Reported procedure: A solution of 48 g of 17β-acetoxy-7α-(5-tert-butyl-dimethylsilyloxypentyl)-estr-4-en-3-one in 350 ml of methanol is allowed to stand with 35 ml of 8 vol % sulfuric acid for 30 minutes at room temperature. The solution is diluted with diethyl ether, washed neutral with water, and dried. After the concentration by evaporation, 37.7 g of 17α-acetoxy-7α-(5-hydroxypentyl)-estr-4-en-3-one is obtained as oil.